This data is from the Open Reaction Database (ORD), a public repository of structured organic reaction records. The task is: describe an organic reaction: reactants, conditions, products, and yield Starting materials: C(C1=CC=CC=C1)N1[C@@]2([C@H](C=C[C@H]1[C@@H](C2)S(=O)(=O)C2=CC=CC=C2)OCC2=CC(=CC(=C2)C(F)(F)F)C(F)(F)F)C2=CC=CC=C2 ((1R*,2S*,5S*,6R*)-8-benzyl-2-{[3,5-bis(trifluoromethyl)phenyl]methoxy}-1-phenyl-6-phenylsulphonyl-8-azabicyclo[3.2.1]oct-3-ene). The reagents and catalysts are [Pd] (palladium on charcoal). Solvent: C(C)O (ethanol). Conditions: time 2 hour. Product: FC(C=1C=C(C=C(C1)C(F)(F)F)CO[C@@H]1[C@@]2(C[C@H]([C@H](CC1)N2)S(=O)(=O)C2=CC=CC=C2)C2=CC=CC=C2)(F)F ((1R*,2S*,5S*,6R*)-2-{[3,5-Bis(trifluoromethyl)phenyl]methoxy}-1-phenyl-6-phenylsulphonyl-8-azabicyclo[3.2.1]octane). Yield: 0.1%. Reaction SMILES: C([N:8]1[C@@H:13]2[C@H:14]([S:16]([C:19]3[CH:24]=[CH:23][CH:22]=[CH:21][CH:20]=3)(=[O:18])=[O:17])[CH2:15][C@@:9]1([C:41]1[CH:46]=[CH:45][CH:44]=[CH:43][CH:42]=1)[C@@H:10]([O:25][CH2:26][C:27]1[CH:32]=[C:31]([C:33]([F:36])([F:35])[F:34])[CH:30]=[C:29]([C:37]([F:40])([F:39])[F:38])[CH:28]=1)[CH:11]=[CH:12]2)C1C=CC=CC=1>[Pd].C(O)C>[F:36][C:33]([F:34])([F:35])[C:31]1[CH:32]=[C:27]([CH2:26][O:25][C@H:10]2[CH2:11][CH2:12][C@@H:13]3[NH:8][C@@:9]2([C:41]2[CH:46]=[CH:45][CH:44]=[CH:43][CH:42]=2)[CH2:15][C@H:14]3[S:16]([C:19]2[CH:20]=[CH:21][CH:22]=[CH:23][CH:24]=2)(=[O:18])=[O:17])[CH:28]=[C:29]([C:37]([F:40])([F:38])[F:39])[CH:30]=1. Procedure details: A mixture of (1R*,2S*,5S*,6R*)-8-benzyl-2-{[3,5-bis(trifluoromethyl)phenyl]methoxy}-1-phenyl-6-phenylsulphonyl-8-azabicyclo[3.2.1]oct-3-ene (Description 6; 390 g, 0.59mol), 10% palladium on charcoal (473 mg) and ethanol (25 ml) was stirred under hydrogen atmosphere (1 atm) at +70° C. for 2 hours and at room temperature overnight. The reaction mixture was cooled to room temperature, flushed with nitrogen gas and filtered through a pad of Celite™. The filtrate was concentrated and purified by flas... The reactants are ClC1=NN2C(C(=CC=C2)NCC=2C(=NC=CC2)N(S(=O)(=O)C)C)=N1 (N-{3-[(2-chloro-[1,2,4]triazolo[1,5-a]pyridin-8-ylamino)-methyl]-pyridin-2-yl}-N-methyl-methanesulfonamide), N1(CCCC1)CCOC1=CC=C(C=C1)N (4-(2-pyrrolidin-1-yl-ethoxy)-phenylamine), C1(CCCCC1)P(C1=C(C=CC=C1)C1=C(C=CC=C1)P(C1CCCCC1)C1CCCCC1)C1CCCCC1 (2,2′-bis-dicyclohexylphosphanyl-biphenyl). Yields the product CN(S(=O)(=O)C)C1=NC=CC=C1CNC=1C=2N(C=CC1)N=C(N2)NC2=CC=C(C=C2)OCCN2CCCC2 (N-Methyl-N-[3-({2-[4-(2-pyrrolidin-1-yl-ethoxy)-phenylamino]-[1,2,4]triazolo[1,5-a]pyridin-8-ylamino}-methyl)-pyridin-2-yl]-methanesulfonamide), foam. Isolated yield 19.0%. As a reaction SMILES: Cl[C:2]1[N:24]=[C:5]2[C:6]([NH:10][CH2:11][C:12]3[C:13]([N:18]([CH3:23])[S:19]([CH3:22])(=[O:21])=[O:20])=[N:14][CH:15]=[CH:16][CH:17]=3)=[CH:7][CH:8]=[CH:9][N:4]2[N:3]=1.[N:25]1([CH2:30][CH2:31][O:32][C:33]2[CH:38]=[CH:37][C:36]([NH2:39])=[CH:35][CH:34]=2)[CH2:29][CH2:28][CH2:27][CH2:26]1.C1(P(C2CCCCC2)C2C=CC=CC=2C2C=CC=CC=2P(C2CCCCC2)C2CCCCC2)CCCCC1>>[CH3:23][N:18]([C:13]1[C:12]([CH2:11][NH:10][C:6]2[C:5]3[N:4]([N:3]=[C:2]([NH:39][C:36]4[CH:37]=[CH:38][C:33]([O:32][CH2:31][CH2:30][N:25]5[CH2:29][CH2:28][CH2:27][CH2:26]5)=[CH:34][CH:35]=4)[N:24]=3)[CH:9]=[CH:8][CH:7]=2)=[CH:17][CH:16]=[CH:15][N:14]=1)[S:19]([CH3:22])(=[O:21])=[O:20]. Reported procedure: N-Methyl-N-[3-({2-[4-(2-pyrrolidin-1-yl-ethoxy)-phenylamino]-[1,2,4]triazolo[1,5-a]pyridin-8-ylamino}-methyl)-pyridin-2-yl]-methanesulfonamide was prepared from N-{3-[(2-chloro-[1,2,4]triazolo[1,5-a]pyridin-8-ylamino)-methyl]-pyridin-2-yl}-N-methyl-methanesulfonamide and 4-(2-pyrrolidin-1-yl-ethoxy)-phenylamine (51.0 mg, 0.247 mmol) (prepared as described in J. Med. Chem., 2006, 49, 4451-4454) with 2,2′-bis-dicyclohexylphosphanyl-biphenyl (25.0 mg, 0.0457 mmol) as the ligand in a manner analogou... Reactants: C1CCOC1, CN(C)C(=O)C1CC(O)CN1C(=O)OC(C)(C)C, [H-], CC(C)(C)[Si](C)(C)CCCI, [Na+], O. The product is CN(C)C(=O)C1CC(OCCCO[Si](C)(C)C(C)(C)C)CN1C(=O)OC(C)(C)C. As a reaction SMILES: [CH2:33]1[CH2:34][CH2:35][CH2:36][O:37]1.[CH3:3][N:4]([C:5](=[O:6])[CH:7]1[N:8]([C:13](=[O:14])[O:15][C:16]([CH3:17])([CH3:18])[CH3:19])[CH2:9][CH:10]([OH:12])[CH2:11]1)[CH3:20].[H-:2].[I:21][CH2:22][CH2:23][CH2:24][Si:25]([CH3:26])([CH3:27])[C:28]([CH3:29])([CH3:30])[CH3:31].[Na+:1].[OH2:32]>>[CH3:3][N:4]([C:5](=[O:6])[CH:7]1[N:8]([C:13](=[O:14])[O:15][C:16]([CH3:17])([CH3:18])[CH3:19])[CH2:9][CH:10]([O:12][CH2:34][CH2:35][CH2:36][O:37][Si:25]([CH3:26])([CH3:27])[C:28]([CH3:29])([CH3:30])[CH3:31])[CH2:11]1)[CH3:20]. Starting materials: C1(=CC(=CC(=C1)C)C)C (mesitylene), P(OC)(OC)OC (trimethyl phosphite). Yields the product CC1=C(C(=CC(=C1)C)C)P(OC)(=O)OC (dimethyl 2,4,6-trimethylbenzenephosphonate). As a reaction SMILES: [C:1]1([CH3:9])[CH:6]=[C:5]([CH3:7])[CH:4]=[C:3]([CH3:8])[CH:2]=1.[P:10]([O:15]C)([O:13][CH3:14])[O:11][CH3:12]>>[CH3:9][C:1]1[CH:6]=[C:5]([CH3:7])[CH:4]=[C:3]([CH3:8])[C:2]=1[P:10]([O:13][CH3:14])(=[O:15])[O:11][CH3:12]. Procedure: After electrolysis, the electrolyte contains 15.8% by area of product and also 26.1% by area of mesitylene and 13.1% by area of trimethyl phosphite. The crude electrolyte is worked up by being concentrated on a rotary evaporator. The conducting salt is precipitated from the residue by means of ethyl acetate and is recovered by filtration. Fractional distillation gives 141 g of dimethyl 2,4,6-trimethylbenzenephosphonate, corresponding to a material yield of 31% and a current efficiency of 26%.